This data is from the Open Reaction Database (ORD), a public repository of structured organic reaction records. The task is: describe an organic reaction: reactants, conditions, products, and yield Reactants: NC1=C(CO)C=C(C=C1C)N1C=NC(=C1)C (2-amino-3-methyl-5-(4-methylimidazol-1-yl)benzylalcohol), C1=CN(C=N1)C(=S)N2C=CN=C2 (N,N'-thiocarbonyldiimidazole). The solvent is CC(=O)C (acetone). Conditions: time 2 hour. The product is CC1=CC(=CC=2COC(NC21)=S)N2C=NC(=C2)C (8-methyl-6-(4-methylimidazol-1-yl)-(4H)-3,1-benzoxazin-2-thione). Isolated yield 59.0%. Reaction SMILES: [NH2:1][C:2]1[C:9]([CH3:10])=[CH:8][C:7]([N:11]2[CH:15]=[C:14]([CH3:16])[N:13]=[CH:12]2)=[CH:6][C:3]=1[CH2:4][OH:5].C1N=CN([C:22](N2C=NC=C2)=[S:23])C=1>CC(C)=O>[CH3:10][C:9]1[C:2]2[NH:1][C:22](=[S:23])[O:5][CH2:4][C:3]=2[CH:6]=[C:7]([N:11]2[CH:15]=[C:14]([CH3:16])[N:13]=[CH:12]2)[CH:8]=1. Procedure details: A mixed solution of 2-amino-3-methyl-5-(4-methylimidazol-1-yl)benzylalcohol (135 mg), N,N'-thiocarbonyldiimidazole (116 mg) and acetone (3.1 ml) was heated under stirring under nitrogen atmosphere for 2 hours. The mixture was distilled under reduced pressure to give a residue. The residue was column chromatographed(chloroform: methanol=30:1) to give 95 mg (59.0%) of the title compound. Reactants: FC(C(=O)O)(F)F.CC(C)OC1=C(C#N)C=C(C=C1)C1=NC(=NO1)C=1C(=C2CCNCC2=CC1)C (2-[(1-methylethyl)oxy]-5-[3-(5-methyl-1,2,3,4-tetrahydro-6-isoquinolinyl)-1,2,4-oxadiazol-5-yl]benzonitrile trifluoroacetic acid salt), BrCC(=O)OCC (ethyl bromoacetate), C([O-])([O-])=O.[Cs+].[Cs+] (caesium carbonate). The solvent is CN(C)C=O (DMF), O (water). Conditions: time 1 hour. Yields the product C(C)OC(CN1CC2=CC=C(C(=C2CC1)C)C1=NOC(=N1)C1=CC(=C(C=C1)OC(C)C)C#N)=O (Ethyl[6-(5-{3-cyano-4-[(1-methylethyl)oxy]phenyl}-1,2,4-oxadiazol-3-yl)-5-methyl-3,4-dihydro-2(1H)-isoquinolinyl]acetate). Isolated yield 92.3%. RXN SMILES: FC(F)(F)C(O)=O.[CH3:8][CH:9]([O:11][C:12]1[CH:19]=[CH:18][C:17]([C:20]2[O:24][N:23]=[C:22]([C:25]3[C:26]([CH3:35])=[C:27]4[C:32](=[CH:33][CH:34]=3)[CH2:31][NH:30][CH2:29][CH2:28]4)[N:21]=2)=[CH:16][C:13]=1[C:14]#[N:15])[CH3:10].Br[CH2:37][C:38]([O:40][CH2:41][CH3:42])=[O:39].C(=O)([O-])[O-].[Cs+].[Cs+]>CN(C=O)C.O>[CH2:41]([O:40][C:38](=[O:39])[CH2:37][N:30]1[CH2:29][CH2:28][C:27]2[C:32](=[CH:33][CH:34]=[C:25]([C:22]3[N:21]=[C:20]([C:17]4[CH:18]=[CH:19][C:12]([O:11][CH:9]([CH3:8])[CH3:10])=[C:13]([C:14]#[N:15])[CH:16]=4)[O:24][N:23]=3)[C:26]=2[CH3:35])[CH2:31]1)[CH3:42] |f:0.1,3.4.5|. Reported procedure: A mixture of 2-[(1-methylethyl)oxy]-5-[3-(5-methyl-1,2,3,4-tetrahydro-6-isoquinolinyl)-1,2,4-oxadiazol-5-yl]benzonitrile trifluoroacetic acid salt (Example 11; 100 mg, 0.20 mmol), ethyl bromoacetate (44 mg, 30 μl, 0.26 mmol) and caesium carbonate (200 mg, 0.61 mmol) in dry DMF (3 ml) was stirred at room temperature for 1 hour. The reaction mixture was diluted with water (10 ml) and extracted with ethyl acetate (3×5 ml). The combined extracts were dried and evaporated. Purification by chromatogra... Starting materials: ice, C(=O)(OC(C)(C)C)N1CCC(CC1)O (N-Boc-4-piperidinol), [N+](=O)([O-])C1=CC=C(C=C1)O (4-nitrophenol), C1(=CC=CC=C1)P(C1=CC=CC=C1)C1=CC=CC=C1 (triphenylphosphine), N(=NC(=O)OC(C)C)C(=O)OC(C)C (Diisopropyl azodicarboxylate). The solvent is O1CCCC1 (tetrahydrofuran). Reaction conditions: time 2 day. Yields the product [N+](=O)([O-])C1=CC=C(OC2CCNCC2)C=C1 (4-(4-nitrophenoxy)piperidine). RXN SMILES: C([N:8]1[CH2:13][CH2:12][CH:11]([OH:14])[CH2:10][CH2:9]1)(OC(C)(C)C)=O.[N+:15]([C:18]1[CH:23]=[CH:22][C:21](O)=[CH:20][CH:19]=1)([O-:17])=[O:16].C1(P(C2C=CC=CC=2)C2C=CC=CC=2)C=CC=CC=1.N(C(OC(C)C)=O)=NC(OC(C)C)=O>O1CCCC1>[N+:15]([C:18]1[CH:23]=[CH:22][C:21]([O:14][CH:11]2[CH2:10][CH2:9][NH:8][CH2:13][CH2:12]2)=[CH:20][CH:19]=1)([O-:17])=[O:16]. Procedure: N-Boc-4-piperidinol (10 g, 50 mmol), 4-nitrophenol (7.0 g, 50 mmol) and triphenylphosphine (15.7 g, 60 mmol) were dissolved in dry tetrahydrofuran (150 mL), and cooled on the ice bath. Diisopropyl azodicarboxylate (11.8 mL, 60 mmol) was added slowly, and stirred for 2 days at room temperature. The solvent was distilled off under reduced pressure, diethyl ether was added, and the solid precipitate was filtered off. The filtrate was concentrated and the product was purified by silica gel column ch...